From a dataset of the Open Reaction Database (ORD), a public repository of structured organic reaction records. describe an organic reaction: reactants, conditions, products, and yield The reactants are COC1=CC=C(C=C1)C1=CC(=CC=2C=COC21)C (7-(4-methoxyphenyl)-5-methyl-benzofuran), C1CC(=O)N(C1=O)Br (NBS), potassium benzeneselenite, OP(=O)([O-])[O-].[K+].[K+] (K2HPO4). The reagents and catalysts are CC(C)(C#N)N=NC(C)(C)C#N (AIBN). Run in C(Cl)(Cl)(Cl)Cl (carbon tetrachloride). The product is COC1=CC=C(C=C1)C1=CC(=CC=2C=COC21)C=O (7-(4-Methoxyphenyl)-benzofuran-5-carbaldehyde). Isolated yield 66.8%. RXN SMILES: [CH3:1][O:2][C:3]1[CH:8]=[CH:7][C:6]([C:9]2[C:17]3[O:16][CH:15]=[CH:14][C:13]=3[CH:12]=[C:11]([CH3:18])[CH:10]=2)=[CH:5][CH:4]=1.C1C(=O)N(Br)C(=[O:22])C1.OP([O-])([O-])=O.[K+].[K+]>C(Cl)(Cl)(Cl)Cl.CC(N=NC(C#N)(C)C)(C#N)C>[CH3:1][O:2][C:3]1[CH:4]=[CH:5][C:6]([C:9]2[C:17]3[O:16][CH:15]=[CH:14][C:13]=3[CH:12]=[C:11]([CH:18]=[O:22])[CH:10]=2)=[CH:7][CH:8]=1 |f:2.3.4|. Procedure details: To a solution of 7-(4-methoxyphenyl)-5-methyl-benzofuran (4.66 g, 19.58 mmol) in carbon tetrachloride (560 ml) was added NBS (3.83 g, 21.54 mmol) and AIBN (75 mg). The solution was brought to reflux for 4 h, cooled to room temperature, reduced by half, and the solids were filtered off. The solution was then concentrated to a yellow solid and anhydrous CH3CN (230 ml) was added. Then potassium benzeneselenite (5.34 g, 23.5 mmol), and K2HPO4 (4.09 g, 23.48 mmol) were added and then reaction was ref...